From a dataset of the Open Reaction Database (ORD), a public repository of structured organic reaction records. describe an organic reaction: reactants, conditions, products, and yield The reactants are NC1=NC=NC(=C1C#N)Cl (4-amino-6-chloropyrimidine-5-carbonitrile), FC=1C=C2C(=C(C(=NC2=CC1)C(C)N)C1=NC=CC=C1)C=1OC(=NN1)C (1-(6-fluoro-4-(5-methyl-1,3,4-oxadiazol-2-yl)-3-(pyridin-2-yl)quinolin-2-yl)-ethanamine), C(C)(C)N(C(C)C)CC (N,N-diisopropylethylamine). Solvent: C(CCC)O (1-butanol). Run at temperature 120 celsius, time 20 hour. Yields the product NC1=NC=NC(=C1C#N)NC(C)C1=NC2=CC=C(C=C2C(=C1C1=NC=CC=C1)C=1OC(=NN1)C)F (4-amino-6-((1-(6-fluoro-4-(5-methyl-1,3,4-oxadiazol-2-yl)-3-(2-pyridinyl)-2-quinolinyl)ethyl)amino)-5-pyrimidinecarbonitrile). Reaction SMILES: [NH2:1][C:2]1[C:7]([C:8]#[N:9])=[C:6](Cl)[N:5]=[CH:4][N:3]=1.[F:11][C:12]1[CH:13]=[C:14]2[C:19](=[CH:20][CH:21]=1)[N:18]=[C:17]([CH:22]([NH2:24])[CH3:23])[C:16]([C:25]1[CH:30]=[CH:29][CH:28]=[CH:27][N:26]=1)=[C:15]2[C:31]1[O:32][C:33]([CH3:36])=[N:34][N:35]=1.C(N(CC)C(C)C)(C)C>C(O)CCC>[NH2:1][C:2]1[C:7]([C:8]#[N:9])=[C:6]([NH:24][CH:22]([C:17]2[C:16]([C:25]3[CH:30]=[CH:29][CH:28]=[CH:27][N:26]=3)=[C:15]([C:31]3[O:32][C:33]([CH3:36])=[N:34][N:35]=3)[C:14]3[C:19](=[CH:20][CH:21]=[C:12]([F:11])[CH:13]=3)[N:18]=2)[CH3:23])[N:5]=[CH:4][N:3]=1. Reported procedure: A mixture of 4-amino-6-chloropyrimidine-5-carbonitrile (0.030 g, 0.192 mmol), 1-(6-fluoro-4-(5-methyl-1,3,4-oxadiazol-2-yl)-3-(pyridin-2-yl)quinolin-2-yl)-ethanamine (0.067 g, 0.192 mmol), and N,N-diisopropylethylamine (0.167 mL, 0.959 mmol) in 1-butanol (1.918 mL) was stirred at 120° C. After 20 h, the mixture was removed from heat and to the cooled mixture was added water (50 mL) and DCM (50 mL). The organic layer was concentrated in vacuo to give the crude material as a light yellow solid. Th... The reactants are CCCCCCCNC(=O)CBr, O=C([O-])[O-], CC#N, [K+], [K+], OCCCN1CCNCC1. Product: CCCCCCCNC(=O)CN1CCN(CCCO)CC1. RXN SMILES: [Br:7][CH2:8][C:9](=[O:10])[NH:11][CH2:12][CH2:13][CH2:14][CH2:15][CH2:16][CH2:17][CH3:18].[C:1](=[O:2])([O-:3])[O-:4].[CH3:29][C:30]#[N:31].[K+:5].[K+:6].[OH:19][CH2:20][CH2:21][CH2:22][N:23]1[CH2:24][CH2:25][NH:26][CH2:27][CH2:28]1>>[CH2:8]([C:9](=[O:10])[NH:11][CH2:12][CH2:13][CH2:14][CH2:15][CH2:16][CH2:17][CH3:18])[N:26]1[CH2:25][CH2:24][N:23]([CH2:22][CH2:21][CH2:20][OH:19])[CH2:28][CH2:27]1. Starting materials: CSc1cc(C#N)cc2nc(-c3ccc(C(=O)O)cc3)oc12, NCC1CCN(c2ccc(C(F)(F)F)cn2)CC1. Product: CSc1cc(C#N)cc2nc(-c3ccc(C(=O)NCC4CCN(c5ccc(C(F)(F)F)cn5)CC4)cc3)oc12. As a reaction SMILES: [C:1](#[N:2])[c:3]1[cH:4][c:5]([S:21][CH3:22])[c:6]2[c:7]([n:8][c:9](-[c:11]3[cH:12][cH:13][c:14]([C:15](=[O:16])[OH:17])[cH:18][cH:19]3)[o:10]2)[cH:20]1.[F:23][C:24]([c:25]1[cH:26][cH:27][c:28]([N:31]2[CH2:32][CH2:33][CH:34]([CH2:37][NH2:38])[CH2:35][CH2:36]2)[n:29][cH:30]1)([F:39])[F:40]>>[C:1](#[N:2])[c:3]1[cH:4][c:5]([S:21][CH3:22])[c:6]2[c:7]([n:8][c:9](-[c:11]3[cH:12][cH:13][c:14]([C:15](=[O:17])[NH:38][CH2:37][CH:34]4[CH2:33][CH2:32][N:31]([c:28]5[cH:27][cH:26][c:25]([C:24]([F:23])([F:39])[F:40])[cH:30][n:29]5)[CH2:36][CH2:35]4)[cH:18][cH:19]3)[o:10]2)[cH:20]1. Reactants: Cl.N1=CC(=CC=C1)S(=O)(=O)Cl (Pyridine-3-sulfonyl chloride hydrochloride). Solvent: ClCCl (dichloromethane), C(=O)(O)[O-].[Na+] (NaHCO3). The product is N1=CC(=CC=C1)S(=O)(=O)Cl (pyridine-3-sulfonyl chloride). RXN SMILES: Cl.[N:2]1[CH:7]=[CH:6][CH:5]=[C:4]([S:8]([Cl:11])(=[O:10])=[O:9])[CH:3]=1>ClCCl.C([O-])(O)=O.[Na+]>[N:2]1[CH:7]=[CH:6][CH:5]=[C:4]([S:8]([Cl:11])(=[O:10])=[O:9])[CH:3]=1 |f:0.1,3.4|. Procedure: Pyridine-3-sulfonyl chloride hydrochloride (20 mg, 0.093 mmol) was dissolved in a mixture of dichloromethane and aqueous saturated NaHCO3 and the organic layer was dried (MgSO4) and evaporated to give pyridine-3-sulfonyl chloride. tert-Butyl 10-chloro-1,3,4,8-tetrahydro-2H-[1,4]oxazepino[6,7-e]indole-2-carboxylate (Intermediate 20, 10 mg, 0.031 mmol) was dissolved in DMF (1 mL) and sodium hydride (60% in mineral oil, 2.5 mg, 0.062 mmol) was added. The mixture was stirred for 10 minutes before py... The reactants are C1(=CC=C(C=C1)S(=O)(=O)O)C (p-toluenesulfonic acid), C1(=CC=CC=C1)C (toluene), O (water). Yields the product C(CCCCC)C=1C(CCC1)=O (2-n-hexyl-2-cyclopentenone). Yield: 97.0%. RXN SMILES: [C:1]1([CH3:11])[CH:6]=[CH:5][C:4](S(O)(=O)=O)=[CH:3][CH:2]=1.[C:12]1(C)C=C[CH:15]=[CH:14][CH:13]=1.[OH2:19]>>[CH2:1]([C:6]1[C:5](=[O:19])[CH2:4][CH2:3][CH:2]=1)[CH2:11][CH2:12][CH2:13][CH2:14][CH3:15]. Procedure: The above prepared mixture (25 parts) was admixed with p-toluenesulfonic acid (1.25 parts) and toluene (75 parts) and refluxed for 2 hours, during which by-produced water was eliminated by azeotropic distillation. The reaction mixture was treated as in Example 1 to give 2-n-hexyl-2-cyclopentenone in a yield of 97 %. Starting materials: C=COC(C)=O, Cc1ccccc1, CC(C)(O)c1cccc(C(C)(C)O)c1, [Na+], [Na+], O=C([O-])[O-], C=COC(C)(C)c1cccc(C(C)(C)O)c1. The product is C=COC(C)(C)c1cccc(C(C)(C)OC=C)c1. Reaction SMILES: [CH3:21][C:22]([O:23][CH:24]=[CH2:25])=[O:26].[CH3:43][c:44]1[cH:45][cH:46][cH:47][cH:48][cH:49]1.[CH3:7][C:8]([CH3:9])([c:10]1[cH:11][cH:12][cH:13][c:14]([C:15]([CH3:16])([CH3:17])[OH:18])[cH:19]1)[OH:20].[Na+:1].[Na+:2].[O-:3][C:4](=[O:5])[O-:6].[OH:27][C:28]([CH3:29])([CH3:30])[c:31]1[cH:32][c:33]([C:37]([CH3:38])([O:39][CH:40]=[CH2:41])[CH3:42])[cH:34][cH:35][cH:36]1>>[CH:7](=[CH2:8])[O:27][C:28]([CH3:29])([CH3:30])[c:31]1[cH:32][c:33]([C:37]([CH3:38])([O:39][CH:40]=[CH2:41])[CH3:42])[cH:34][cH:35][cH:36]1.